From a dataset of the Open Reaction Database (ORD), a public repository of structured organic reaction records. describe an organic reaction: reactants, conditions, products, and yield The reactants are CC1CN(c2ccc(C(N)=O)cc2)CC(C)N1, O=C(O)CC1OCCc2ccccc21, NC(=O)c1ccc(N2CCN(CCC3OCCc4ccccc43)CC2)cc1, CC1COC(CCCl)c2ccccc21, CC(C(=O)N1C(=O)OCC1Cc1ccccc1)c1ccccc1. The product is CC1CN(c2ccc(C(N)=O)cc2)CC(C)N1CCC1OCCc2ccccc21. RXN SMILES: [CH3:15][CH:16]1[CH2:17][N:18]([c:23]2[cH:24][cH:25][c:26]([C:27](=[O:28])[NH2:29])[cH:30][cH:31]2)[CH2:19][CH:20]([CH3:22])[NH:21]1.[CH:1]1([CH2:11][C:12]([OH:13])=[O:14])[O:2][CH2:3][CH2:4][c:5]2[cH:6][cH:7][cH:8][cH:9][c:10]21.[CH:32]1([CH2:33][CH2:34][N:35]2[CH2:36][CH2:37][N:38]([c:39]3[cH:40][cH:41][c:42]([C:43]([NH2:44])=[O:45])[cH:46][cH:47]3)[CH2:48][CH2:49]2)[c:50]2[c:51]([cH:52][cH:53][cH:54][cH:55]2)[CH2:56][CH2:57][O:58]1.[Cl:59][CH2:60][CH2:61][CH:62]1[c:63]2[c:64]([cH:65][cH:66][cH:67][cH:68]2)[CH:69]([CH3:70])[CH2:71][O:72]1.[c:73]1([CH2:74][CH:75]2[CH2:76][O:77][C:78](=[O:79])[N:80]2[C:81](=[O:82])[CH:83]([c:84]2[cH:85][cH:86][cH:87][cH:88][cH:89]2)[CH3:90])[cH:91][cH:92][cH:93][cH:94][cH:95]1>>[CH:1]1([CH2:11][CH2:12][N:21]2[CH:16]([CH3:15])[CH2:17][N:18]([c:23]3[cH:24][cH:25][c:26]([C:27](=[O:28])[NH2:29])[cH:30][cH:31]3)[CH2:19][CH:20]2[CH3:22])[O:2][CH2:3][CH2:4][c:5]2[cH:6][cH:7][cH:8][cH:9][c:10]21. The reactants are CCSCCN1C(=O)c2ccc(OCc3ccc(F)cc3)cc2C1=O, ClCCl, O=S(=O)(c1ccccc1)N1OC1c1ccccc1. Yields the product CCS(=O)CCN1C(=O)c2ccc(OCc3ccc(F)cc3)cc2C1=O. Reaction SMILES: [CH2:1]([CH3:2])[S:3][CH2:4][CH2:5][N:6]1[C:7](=[O:25])[c:8]2[cH:9][cH:10][c:11]([O:16][CH2:17][c:18]3[cH:19][cH:20][c:21]([F:24])[cH:22][cH:23]3)[cH:12][c:13]2[C:14]1=[O:15].[Cl:44][CH2:45][Cl:46].[c:26]1([CH:27]2[N:28]([S:29]([c:30]3[cH:31][cH:32][cH:33][cH:35][cH:36]3)(=[O:37])=[O:38])[O:34]2)[cH:39][cH:40][cH:41][cH:42][cH:43]1>>[CH2:1]([CH3:2])[S:3]([CH2:4][CH2:5][N:6]1[C:7](=[O:25])[c:8]2[cH:9][cH:10][c:11]([O:16][CH2:17][c:18]3[cH:19][cH:20][c:21]([F:24])[cH:22][cH:23]3)[cH:12][c:13]2[C:14]1=[O:15])=[O:34]. Starting materials: [BH3-]C#N, CCOC(=O)C(C)(C)Oc1cc(OC)cc(C(=O)NC2CCNCC2)c1, CCOc1cc(C=O)cc(OCC)c1-n1cccc1, CCN(C(C)C)C(C)C, CCO, CC(=O)O, [Na+]. Product: CCOC(=O)C(C)(C)Oc1cc(OC)cc(C(=O)NC2CCN(Cc3cc(OCC)c(-n4cccc4)c(OCC)c3)CC2)c1. Reaction SMILES: [C:46]([BH3-:47])#[N:48].[CH2:1]([CH3:2])[O:3][C:4]([C:5]([CH3:6])([CH3:7])[O:8][c:9]1[cH:10][c:11]([O:24][CH3:25])[cH:12][c:13]([C:15]([NH:16][CH:17]2[CH2:18][CH2:19][NH:20][CH2:21][CH2:22]2)=[O:23])[cH:14]1)=[O:26].[CH2:27]([CH3:28])[O:29][c:30]1[cH:31][c:32]([CH:33]=[O:34])[cH:35][c:36]([O:43][CH2:44][CH3:45])[c:37]1-[n:38]1[cH:39][cH:40][cH:41][cH:42]1.[CH2:50]([N:51]([CH:52]([CH3:53])[CH3:54])[CH:55]([CH3:56])[CH3:57])[CH3:58].[CH3:59][CH2:60][OH:61].[CH3:62][C:63](=[O:64])[OH:65].[Na+:49]>>[CH2:1]([CH3:2])[O:3][C:4]([C:5]([CH3:6])([CH3:7])[O:8][c:9]1[cH:10][c:11]([O:24][CH3:25])[cH:12][c:13]([C:15]([NH:16][CH:17]2[CH2:18][CH2:19][N:20]([CH2:33][c:32]3[cH:31][c:30]([O:29][CH2:27][CH3:28])[c:37](-[n:38]4[cH:39][cH:40][cH:41][cH:42]4)[c:36]([O:43][CH2:44][CH3:45])[cH:35]3)[CH2:21][CH2:22]2)=[O:23])[cH:14]1)=[O:26]. Starting materials: CC(=O)OC(C)c1ccccc1CS(N)(=O)=O, C[O-], CO, [Na+]. Product: CC(O)c1ccccc1CS(N)(=O)=O. Reaction SMILES: [C:1](=[O:2])([CH3:3])[O:4][CH:5]([CH3:6])[c:7]1[c:8]([CH2:13][S:14](=[O:15])(=[O:16])[NH2:17])[cH:9][cH:10][cH:11][cH:12]1.[CH3:18][O-:19].[CH3:21][OH:22].[Na+:20]>>[OH:4][CH:5]([CH3:6])[c:7]1[c:8]([CH2:13][S:14](=[O:15])(=[O:16])[NH2:17])[cH:9][cH:10][cH:11][cH:12]1.